This data is from the Open Reaction Database (ORD), a public repository of structured organic reaction records. The task is: describe an organic reaction: reactants, conditions, products, and yield The reactants are BrC1=CC=2N=C(NC(C2S1)=O)C1=C(C=CC=C1)Cl (6-Bromo-2-(2-chlorophenyl)thieno[3.2-d]pyrimidin-4(3H)-one), CC1=NN(C=C1B1OC(C(O1)(C)C)(C)C)C(=O)OC(C)(C)C (tert-butyl 3-methyl-4-(4,4,5,5-tetramethyl-1,3,2-dioxaborolan-2-yl)-1H-pyrazole-1-carboxylate), C([O-])([O-])=O.[Na+].[Na+] (sodium carbonate), COCCOC (1,2-dimethoxyethane). Solvent: O (water). Reaction conditions: temperature 100 celsius, time 1 hour. Yields the product ClC1=C(C=CC=C1)C=1NC(C2=C(N1)C=C(S2)C=2C=NNC2C)=O (2-(2-chlorophenyl)-6-(5-methyl-1H-pyrazol-4-yl)thieno[3,2-d]pyrimidin-4(3H)-one). Yield: 27.3%. As a reaction SMILES: Br[C:2]1[S:10][C:9]2[C:8](=[O:11])[NH:7][C:6]([C:12]3[CH:17]=[CH:16][CH:15]=[CH:14][C:13]=3[Cl:18])=[N:5][C:4]=2[CH:3]=1.[CH3:19][C:20]1[C:24](B2OC(C)(C)C(C)(C)O2)=[CH:23][N:22](C(OC(C)(C)C)=O)[N:21]=1.C(=O)([O-])[O-].[Na+].[Na+].COCCOC>O>[Cl:18][C:13]1[CH:14]=[CH:15][CH:16]=[CH:17][C:12]=1[C:6]1[NH:7][C:8](=[O:11])[C:9]2[S:10][C:2]([C:24]3[CH:23]=[N:22][NH:21][C:20]=3[CH3:19])=[CH:3][C:4]=2[N:5]=1 |f:2.3.4|. Procedure details: 6-Bromo-2-(2-chlorophenyl)thieno[3.2-d]pyrimidin-4(3H)-one (157 mg), tert-butyl 3-methyl-4-(4,4,5,5-tetramethyl-1,3,2-dioxaborolan-2-yl)-1H-pyrazole-1-carboxylate (425 mg), sodium carbonate (138 mg), 1,2-dimethoxyethane (4.0 mL) and water (2.0 mL) were placed in a flask, and the atmosphere in the flask was purged with argon. [1,1′-Bis(diphenylphosphino)ferrocene]palladium(II) dichloride-dichloromethane complex (1:1) (38 mg) was added, and the atmosphere in the flask was purged again with argon. ...